This data is from the Open Reaction Database (ORD), a public repository of structured organic reaction records. The task is: describe an organic reaction: reactants, conditions, products, and yield Starting materials: C1(=CC=CC=C1)P(=O)(C1=CC=CC=C1)N=[N+]=[N-] (Diphenylphosphoryl azide), C1CCC2=NCCCN2CC1 (1,8-diazabicyclo[5,4,0]-7-undecene), OCC=1N2C(SC1)=CN=C2 (3-hydroxymethylimidazo[5,1-b]thiazole). Run in C1(=CC=CC=C1)C (toluene), [Cl-].[Na+].O (Brine). Run at time 30 hour. Product: N(=[N+]=[N-])CC=1N2C(SC1)=CN=C2 (3-azidomethylimidazo[5,1-b]thiazole). RXN SMILES: C1(P([N:15]=[N+:16]=[N-:17])(C2C=CC=CC=2)=O)C=CC=CC=1.C1CCN2C(=NCCC2)CC1.O[CH2:30][C:31]1[N:32]2[CH:38]=[N:37][CH:36]=[C:33]2[S:34][CH:35]=1>C1(C)C=CC=CC=1.[Cl-].[Na+].O>[N:15]([CH2:30][C:31]1[N:32]2[CH:38]=[N:37][CH:36]=[C:33]2[S:34][CH:35]=1)=[N+:16]=[N-:17] |f:4.5.6|. Procedure: Diphenylphosphoryl azide (0.259 ml) and 0.157 ml of 1,8-diazabicyclo[5,4,0]-7-undecene were added to a suspension of 154 mg of 3-hydroxymethylimidazo[5,1-b]thiazole in 2 ml of toluene. The mixture was stirred at room temperature for 30 hr. Brine was added to the reaction mixture, and the mixture was extracted twice with ethyl acetate. The organic layer was dried over anhydrous magnesium sulfate. The solvent was removed by distillation. The residue was purified by column chromatography on silica ...